This data is from the Open Reaction Database (ORD), a public repository of structured organic reaction records. The task is: describe an organic reaction: reactants, conditions, products, and yield Reactants: C1(=CC=CC=C1)S(=O)(=O)N1C(=CC=2C1=NC=CC2)C(=CC2OCCCC2)OS(=O)(=O)C2=CC=C(C=C2)C (toluene-4-sulfonic acid 1-(1-benzenesulfonyl-1H-pyrrolo[2,3-b]pyridin-2-yl)-2-(tetrahydro-pyran-yl)-vinyl ester), CS(=O)(=O)C1=CC=C(C=C1)B(O)O (4-(methanesulfonyl)phenylboronic acid), C([O-])([O-])=O.[Na+].[Na+] (sodium carbonate). Reagents/catalysts: Cl[Pd]([P](C1=CC=CC=C1)(C2=CC=CC=C2)C3=CC=CC=C3)([P](C4=CC=CC=C4)(C5=CC=CC=C5)C6=CC=CC=C6)Cl (dichlorobis(triphenylphosphine)palladium). Run in C(C)(=O)OCC (ethyl acetate), O1CCOCC1 (dioxane). Yields the product C1(=CC=CC=C1)S(=O)(=O)N1C(=CC=2C1=NC=CC2)C(=CC2OCCCC2)C2=CC=C(C=C2)S(=O)(=O)C (1-benzenesulfonyl-2-[1-(4-methanesulfonyl-phenyl)-2-(tetrahydro-pyran-2-yl)-vinyl]-1H-pyrrolo[2,3-b]pyridine). The yield is 71.0%. Reaction SMILES: [C:1]1([S:7]([N:10]2[C:14]3=[N:15][CH:16]=[CH:17][CH:18]=[C:13]3[CH:12]=[C:11]2[C:19](OS(C2C=CC(C)=CC=2)(=O)=O)=[CH:20][CH:21]2[CH2:26][CH2:25][CH2:24][CH2:23][O:22]2)(=[O:9])=[O:8])[CH:6]=[CH:5][CH:4]=[CH:3][CH:2]=1.[CH3:38][S:39]([C:42]1[CH:47]=[CH:46][C:45](B(O)O)=[CH:44][CH:43]=1)(=[O:41])=[O:40].C(=O)([O-])[O-].[Na+].[Na+]>O1CCOCC1.C(OCC)(=O)C.Cl[Pd](Cl)([P](C1C=CC=CC=1)(C1C=CC=CC=1)C1C=CC=CC=1)[P](C1C=CC=CC=1)(C1C=CC=CC=1)C1C=CC=CC=1>[C:1]1([S:7]([N:10]2[C:14]3=[N:15][CH:16]=[CH:17][CH:18]=[C:13]3[CH:12]=[C:11]2[C:19]([C:45]2[CH:46]=[CH:47][C:42]([S:39]([CH3:38])(=[O:41])=[O:40])=[CH:43][CH:44]=2)=[CH:20][CH:21]2[CH2:26][CH2:25][CH2:24][CH2:23][O:22]2)(=[O:9])=[O:8])[CH:6]=[CH:5][CH:4]=[CH:3][CH:2]=1 |f:2.3.4,^1:71,90|. Procedure: To a mixture of toluene-4-sulfonic acid 1-(1-benzenesulfonyl-1H-pyrrolo[2,3-b]pyridin-2-yl)-2-(tetrahydro-pyran-yl)-vinyl ester (0.52 g, 0.97 mmol), 4-(methanesulfonyl)phenylboronic acid (0.48 g, 2.4 mmol) and dichlorobis(triphenylphosphine)palladium (II) (68 mg, 0.1 mmol) in dioxane (6 mL) was added an aqueous sodium carbonate solution (2 M, 1.2 mL). The resulting mixture was subjected to microwave irradiation for 4 h at 100° C. The mixture was diluted with ethyl acetate (100 mL), washed with a... Reaction SMILES: [S:1]([Cl:5])(Cl)(=[O:3])=[O:2].[C:6]1([O:12][CH2:13][C:14]2[CH:19]=[CH:18][CH:17]=[CH:16][CH:15]=2)[CH:11]=[CH:10][CH:9]=[CH:8][CH:7]=1>CN(C=O)C>[CH2:13]([O:12][C:6]1[CH:11]=[CH:10][C:9]([S:1]([Cl:5])(=[O:3])=[O:2])=[CH:8][CH:7]=1)[C:14]1[CH:19]=[CH:18][CH:17]=[CH:16][CH:15]=1. The product is C(C1=CC=CC=C1)OC1=CC=C(C=C1)S(=O)(=O)Cl (4-benzyloxybenzenesulfonyl chloride). Procedure details: A 1.12 portion of anhydrous DMF is cooled to 0° C. and treated dropwise with 2.06 g of sulfuryl chloride. The resulting suspension is stirred for 30 min., then treated with 1.50 g of benzyl phenyl ether. The mixture is heated at 90° C. for 3 h, then cooled, extracted with brine and methylene chloride, and dried over MgSO4. Chormotography on silica gel (i-PrOH/hexanes) yields 4-benzyloxybenzenesulfonyl chloride. Reaction conditions: temperature 90 celsius, time 30 minute. The solvent is CN(C)C=O (DMF). Reactants: S(=O)(=O)(Cl)Cl (sulfuryl chloride), C1(=CC=CC=C1)OCC1=CC=CC=C1 (benzyl phenyl ether). The reactants are COC(C1=CC=C(C=C1)C#C)=O (4-Ethynyl-benzoic acid methyl ester), IC1=C(C=CC=C1)O (2-iodophenol). The product is COC(=O)C1=CC=C(C=C1)C1=CC2=C(O1)C=CC=C2 (2-(4-(Methoxycarbonyl)phenyl)benzo[b]furan). RXN SMILES: [CH3:1][O:2][C:3](=[O:12])[C:4]1[CH:9]=[CH:8][C:7]([C:10]#[CH:11])=[CH:6][CH:5]=1.I[C:14]1[CH:19]=[CH:18][CH:17]=[CH:16][C:15]=1[OH:20]>>[CH3:1][O:2][C:3]([C:4]1[CH:9]=[CH:8][C:7]([C:10]2[O:20][C:15]3[CH:16]=[CH:17][CH:18]=[CH:19][C:14]=3[CH:11]=2)=[CH:6][CH:5]=1)=[O:12]. Procedure details: The general procedure was used to convert 4-Ethynyl-benzoic acid methyl ester and 2-iodophenol to the title product. Purification by flash chromatography (10% ethyl acetate in hexanes) gave the analytically pure product as a white solid (300 mg, 67% yield). 1H NMR δ 8.09 (dd, J=8.70, 2H), 7.90 (d, J=8.70, 2H), 7.52-7.62 (dd, J=8.10, 2H), 7.24-7.33 (m, 2H), 7.13 (s, 1H), 3.93 (s, 3H). 13C NMR δ 167.00, 155.50, 155.00, 134.80, 130.50, 130.00, 129.30, 125.40, 125.0, 123.60, 121.60, 111.70, 103.80, ... Starting materials: C(C)(C)(C)C=1N=C(C=2C(N1)=NN(N2)CC)N2CC(CC2)(F)F (5-tert-Butyl-7-(3,3-difluoro-pyrrolidin-1-yl)-2-ethyl-2H-[1,2,3]triazolo[4,5-d]pyrimidine), C(C)(C)(C)C=1N=C(C2=C(N1)NN=N2)N2CC(CC2)(F)F (5-tert-butyl-7-(3,3-difluoropyrrolidin-1-yl)-3H-[1,2,3]triazolo[4,5-d]pyrimidine), BrCC(=O)C1=CC=CC=C1 (2-bromo-1-phenylethanone). Yields the product C(C)(C)(C)C=1N=C(C=2C(N1)=NN(N2)CC(=O)C2=CC=CC=C2)N2CC(CC2)(F)F (2-[5-tert-Butyl-7-(3,3-difluoro-pyrrolidin-1-yl)-[1,2,3]triazolo[4,5-d]pyrimidin-2-yl]-1-phenyl-ethanone), gum. The yield is 5.0%. Reaction SMILES: C(C1N=C(N2CCC(F)(F)C2)C2C(=NN(CC)N=2)N=1)(C)(C)C.[C:23]([C:27]1[N:28]=[C:29]([N:36]2[CH2:40][CH2:39][C:38]([F:42])([F:41])[CH2:37]2)[C:30]2[N:35]=[N:34][NH:33][C:31]=2[N:32]=1)([CH3:26])([CH3:25])[CH3:24].Br[CH2:44][C:45]([C:47]1[CH:52]=[CH:51][CH:50]=[CH:49][CH:48]=1)=[O:46]>>[C:23]([C:27]1[N:28]=[C:29]([N:36]2[CH2:40][CH2:39][C:38]([F:41])([F:42])[CH2:37]2)[C:30]2[C:31](=[N:33][N:34]([CH2:44][C:45]([C:47]3[CH:52]=[CH:51][CH:50]=[CH:49][CH:48]=3)=[O:46])[N:35]=2)[N:32]=1)([CH3:26])([CH3:24])[CH3:25]. Procedure details: In analogy to the procedure described for the synthesis of 5-tert-butyl-7-(3,3-difluoro-pyrrolidin-1-yl)-2-ethyl-2H-[1,2,3]triazolo[4,5-d]pyrimidine (example 3, step b), the title compound was prepared from 5-tert-butyl-7-(3,3-difluoropyrrolidin-1-yl)-3H-[1,2,3]triazolo[4,5-d]pyrimidine and 2-bromo-1-phenylethanone and isolated brown gum (0.8 mg, 5%). MS (m/e): 401.4 (MH+). Starting materials: C, CO, O=C(O)c1cn(-c2ccc(F)cc2)c(-c2ccc(O)c([N+](=O)[O-])c2)cc1=O, [Pd]. Yields the product Nc1cc(-c2cc(=O)c(C(=O)O)cn2-c2ccc(F)cc2)ccc1O. As a reaction SMILES: [C:30].[CH3:28][OH:29].[OH:1][c:2]1[c:3]([N+:25]([O-:26])=[O:27])[cH:4][c:5](-[c:8]2[n:9](-[c:18]3[cH:19][cH:20][c:21]([F:24])[cH:22][cH:23]3)[cH:10][c:11]([C:12](=[O:13])[OH:14])[c:15](=[O:17])[cH:16]2)[cH:6][cH:7]1.[Pd:31]>>[OH:1][c:2]1[c:3]([NH2:25])[cH:4][c:5](-[c:8]2[n:9](-[c:18]3[cH:19][cH:20][c:21]([F:24])[cH:22][cH:23]3)[cH:10][c:11]([C:12](=[O:13])[OH:14])[c:15](=[O:17])[cH:16]2)[cH:6][cH:7]1. Reactants: [BH4-], O=C1CCCc2ccc(Br)cc21, CO, ClCCl, [Na+]. The product is OC1CCCc2ccc(Br)cc21. As a reaction SMILES: [BH4-:13].[Br:1][c:2]1[cH:3][cH:4][c:5]2[c:10]([cH:11]1)[C:9](=[O:12])[CH2:8][CH2:7][CH2:6]2.[CH3:15][OH:16].[Cl:17][CH2:18][Cl:19].[Na+:14]>>[Br:1][c:2]1[cH:3][cH:4][c:5]2[c:10]([cH:11]1)[CH:9]([OH:12])[CH2:8][CH2:7][CH2:6]2. The reactants are C(CCCCCCCCC)C=1C=NC(=NC1)C1=CC=C(CC(C(=O)O)CCCCCC)C=C1 (2-[4-(5-decylpyrimidine-2-yl)benzyl]octanoic acid), polyphosphoric acid. Solvent: O (water). Reaction conditions: temperature 130 celsius, time 6 hour. Yields the product C(CCCCC)C1C(C2=CC(=CC=C2C1)C1=NC=C(C=N1)CCCCCCCCCC)=O (2-hexyl-6-(5-decylpyrimidine-2-yl)-1-indanone). The yield is 65.1%. Reaction SMILES: [CH2:1]([C:11]1[CH:12]=[N:13][C:14]([C:17]2[CH:33]=[CH:32][C:20]([CH2:21][CH:22]([CH2:26][CH2:27][CH2:28][CH2:29][CH2:30][CH3:31])[C:23]([OH:25])=O)=[CH:19][CH:18]=2)=[N:15][CH:16]=1)[CH2:2][CH2:3][CH2:4][CH2:5][CH2:6][CH2:7][CH2:8][CH2:9][CH3:10]>O>[CH2:26]([CH:22]1[CH2:21][C:20]2[C:32](=[CH:33][C:17]([C:14]3[N:15]=[CH:16][C:11]([CH2:1][CH2:2][CH2:3][CH2:4][CH2:5][CH2:6][CH2:7][CH2:8][CH2:9][CH3:10])=[CH:12][N:13]=3)=[CH:18][CH:19]=2)[C:23]1=[O:25])[CH2:27][CH2:28][CH2:29][CH2:30][CH3:31]. Reported procedure: 0.4 g (0.88 mM) of 2-[4-(5-decylpyrimidine-2-yl)benzyl]octanoic acid and 1.3 g of polyphosphoric acid were placed in a flask, followed by stirring for 6 hours at 130° C. After the reaction, 10 ml of water was added to the reaction mixture, followed by extraction with toluene. The extract was dried, followed by distilling-off of the solvent to obtain a crude product. The crude product was purified by silica gel column chromatography (eluent: toluene/ethyl acetate=100/1) and recrystallized from a ...